Dataset: the Open Reaction Database (ORD), a public repository of structured organic reaction records. Task: describe an organic reaction: reactants, conditions, products, and yield The reactants are CCOC(=O)CC(=O)O, Cc1cc(Br)ccc1C(=O)Cl. Yields the product CCOC(=O)CC(=O)c1ccc(Br)cc1C. Reaction SMILES: [C:12]([CH2:13][C:14]([OH:15])=[O:16])(=[O:17])[O:18][CH2:19][CH3:20].[CH3:1][c:2]1[c:3]([C:4](=[O:5])[Cl:6])[cH:7][cH:8][c:9]([Br:11])[cH:10]1>>[CH3:1][c:2]1[c:3]([C:4](=[O:5])[CH2:13][C:12](=[O:17])[O:18][CH2:19][CH3:20])[cH:7][cH:8][c:9]([Br:11])[cH:10]1. The reactants are CC(=O)O, COC(=O)c1ccccc1-c1cc(-c2ccc(Cl)cc2)on1, Cl, O. Yields the product O=C(O)c1ccccc1-c1cc(-c2ccc(Cl)cc2)on1. RXN SMILES: [CH3:24][C:25](=[O:26])[OH:27].[Cl:1][c:2]1[cH:3][cH:4][c:5](-[c:8]2[cH:9][c:10](-[c:13]3[c:14]([C:15](=[O:16])[O:17][CH3:18])[cH:19][cH:20][cH:21][cH:22]3)[n:11][o:12]2)[cH:6][cH:7]1.[ClH:23].[OH2:28]>>[Cl:1][c:2]1[cH:3][cH:4][c:5](-[c:8]2[cH:9][c:10](-[c:13]3[c:14]([C:15](=[O:16])[OH:17])[cH:19][cH:20][cH:21][cH:22]3)[n:11][o:12]2)[cH:6][cH:7]1.